This data is from the Open Reaction Database (ORD), a public repository of structured organic reaction records. The task is: describe an organic reaction: reactants, conditions, products, and yield Reactants: [OH-].[Na+] (sodium hydroxide), O1C(CCCC1)OCCOCCN1C2=CC=CC=C2SC=2C=CC=CC12 (10-(2-(2-((tetrahydro-2-pyranyl)oxy)ethoxy)ethyl)-10H-phenothiazine), CC(C)O (2-propanol), S(O)(O)(=O)=O (sulfuric acid). Procedure details: A mixture of crude 10-(2-(2-((tetrahydro-2-pyranyl)oxy)ethoxy)ethyl)-10H-phenothiazine (3.8 g, 10 mmol), 2-propanol (50 ml) and a 4 M aqueous sulfuric acid solution (8 ml) was heated at 60° C. for 3 h and then left overnight at room temperature. The reaction mixture was poured into a mixture of water (500 ml) and a 4 N sodium hydroxide solution (17 ml). The mixture was extracted with diethyl ether (150 ml) and the organic extract was washed with brine and dried over sodium sulphate. The solvent ... Run at time 8 hour. The yield is 52.2%. The product is C1=CC=CC=2SC3=CC=CC=C3N(C12)CCOCCO (2-(2-(10H-phenothiazin-10-yl)ethoxy)ethanol). Reaction SMILES: O1CCCCC1[O:7][CH2:8][CH2:9][O:10][CH2:11][CH2:12][N:13]1[C:26]2[CH:25]=[CH:24][CH:23]=[CH:22][C:21]=2[S:20][C:19]2[C:14]1=[CH:15][CH:16]=[CH:17][CH:18]=2.CC(O)C.S(=O)(=O)(O)O.[OH-].[Na+]>O>[CH:25]1[C:26]2[N:13]([CH2:12][CH2:11][O:10][CH2:9][CH2:8][OH:7])[C:14]3[C:19](=[CH:18][CH:17]=[CH:16][CH:15]=3)[S:20][C:21]=2[CH:22]=[CH:23][CH:24]=1 |f:3.4|. Solvent: O (water). Reactants: C#CC1COC(C)(C)N1C(=O)OC(C)(C)C, CO, O, O, Cc1ccc(S(=O)(=O)O)cc1. The product is C#CC(CO)NC(=O)OC(C)(C)C. RXN SMILES: [C:1](=[O:2])([O:3][C:4]([CH3:5])([CH3:6])[CH3:7])[N:8]1[C:9]([CH3:15])([CH3:16])[O:10][CH2:11][CH:12]1[C:13]#[CH:14].[CH3:29][OH:30].[OH2:17].[OH2:31].[c:18]1([CH3:19])[cH:20][cH:21][c:22]([S:23]([OH:24])(=[O:25])=[O:26])[cH:27][cH:28]1>>[C:1](=[O:2])([O:3][C:4]([CH3:5])([CH3:6])[CH3:7])[NH:8][CH:12]([CH2:11][OH:10])[C:13]#[CH:14]. The reactants are CCCCCC (n-hexane), [H-].C(C(C)C)[Al+]CC(C)C (diisobutylaluminum hydride), C(C)O.C(=O)=O (ethanol dry ice), FC(C=1C=C(C=C(C1)C(F)(F)F)C1(C(N(CC1)C1=CC(=C(CNC(OC(C)(C)C)=O)C=C1)Cl)=O)C(F)(F)F)(F)F (Tert-butyl (4-{3-[3,5-bis(trifluoromethyl)phenyl]-2-oxo-3-(trifluoro-methyl)-pyrrolidin-1-yl}-2-chloro-benzyl)carbamate), [H-].C(C(C)C)[Al+]CC(C)C (diisobutylaluminum hydride), CCCCCC (n-hexane). The solvent is C(C)(=O)OCC (Ethyl acetate), ClCCl (dichloromethane). Conditions: time 30 minute. Product: FC(C=1C=C(C=C(C1)C(F)(F)F)C1(C(N(CC1)C1=CC(=C(CNC(OC(C)(C)C)=O)C=C1)Cl)O)C(F)(F)F)(F)F (tert-butyl (4-{3-[3,5-bis(trifluoromethyl)phenyl]-2-hydroxy-3-(trifluoromethyl)pyrrolidin-1-yl}-2-chlorobenzyl)carbamate). The yield is 83.1%. RXN SMILES: [F:1][C:2]([F:40])([F:39])[C:3]1[CH:4]=[C:5]([C:13]2([C:35]([F:38])([F:37])[F:36])[CH2:17][CH2:16][N:15]([C:18]3[CH:32]=[CH:31][C:21]([CH2:22][NH:23][C:24](=[O:30])[O:25][C:26]([CH3:29])([CH3:28])[CH3:27])=[C:20]([Cl:33])[CH:19]=3)[C:14]2=[O:34])[CH:6]=[C:7]([C:9]([F:12])([F:11])[F:10])[CH:8]=1.CCCCCC.[H-].C([Al+]CC(C)C)C(C)C.C(O)C.C(=O)=O>ClCCl.C(OCC)(=O)C>[F:40][C:2]([F:1])([F:39])[C:3]1[CH:4]=[C:5]([C:13]2([C:35]([F:36])([F:37])[F:38])[CH2:17][CH2:16][N:15]([C:18]3[CH:32]=[CH:31][C:21]([CH2:22][NH:23][C:24](=[O:30])[O:25][C:26]([CH3:29])([CH3:28])[CH3:27])=[C:20]([Cl:33])[CH:19]=3)[CH:14]2[OH:34])[CH:6]=[C:7]([C:9]([F:10])([F:12])[F:11])[CH:8]=1 |f:2.3,4.5|. Reported procedure: Tert-butyl (4-{3-[3,5-bis(trifluoromethyl)phenyl]-2-oxo-3-(trifluoro-methyl)-pyrrolidin-1-yl}-2-chloro-benzyl)carbamate (0.36 g) was dissolved in dichloromethane (6 mL). To the resulting solution was slowly added n-hexane solution (1.8 mL) of 1 mol/l diisobutylaluminum hydride while being cooled with ethanol-dry ice under argon atmosphere, and stirring was continued for 30 minutes at the same temperature. Then, n-hexane solution (0.6 mL) of 1 mol/l diisobutylaluminum hydride was further added th... Reactants: C(C(C)C)Br (isobutyl bromide), OC1=CC=C(C(=O)OCC)C=C1 (ethyl 4-hydroxybenzoate), C([O-])([O-])=O.[K+].[K+] (potassium carbonate), C(CC)OC=1C=C(C(=O)O)C=CC1 (3-Propoxy-benzoic acid). Yields the product C(C(C)C)OC1=CC=C(C(=O)O)C=C1 (4-isobutoxy-benzoic acid). Reaction SMILES: [CH2:1](Br)[CH:2]([CH3:4])[CH3:3].[OH:6][C:7]1[CH:17]=[CH:16][C:10]([C:11]([O:13]CC)=[O:12])=[CH:9][CH:8]=1.C(=O)([O-])[O-].[K+].[K+].C(OC1C=C(C=CC=1)C(O)=O)CC>>[CH2:1]([O:6][C:7]1[CH:17]=[CH:16][C:10]([C:11]([OH:13])=[O:12])=[CH:9][CH:8]=1)[CH:2]([CH3:4])[CH3:3] |f:2.3.4|. Procedure details: The reaction of isobutyl bromide and ethyl 4-hydroxybenzoate in the presence of potassium carbonate was performed as described for Compound 24 to give 4-isobutoxy-benzoic acid as white powder. 1H-NMR (400 MHz, d6-DMSO): 12.56 (s, COOH); 7.85 (d, J=8.8, 2 arom. H); 6.98 (d, J=8.8, 2 atom. H); 3.80 (d, J=6.4, (CH3)2CHCH2O); 2.01 (m, (CH3)2CHCH2O); 0.96 (d, J=6.4, (CH3)2CHCH2O). 13C-NMR (100 MHz, d6-DMSO): 166.97 (—C═O); 162.35; 131.32 (2 arom. C); 122.78; 114.22 (2 arom. C); 73.89; 27.60; 18.94. The reactants are Cc1cccc(-c2nn3c(c2-c2ccc4ncn(CCCO)c4c2)CCC3)n1, CS(=O)(=O)Cl, c1ccncc1. Product: Cc1cccc(-c2nn3c(c2-c2ccc4ncn(CCCOS(C)(=O)=O)c4c2)CCC3)n1. Reaction SMILES: [CH3:1][c:2]1[cH:3][cH:4][cH:5][c:6](-[c:8]2[c:9](-[c:16]3[cH:17][cH:18][c:19]4[c:20]([n:21]([CH2:24][CH2:25][CH2:26][OH:27])[cH:22][n:23]4)[cH:28]3)[c:10]3[n:11]([n:12]2)[CH2:13][CH2:14][CH2:15]3)[n:7]1.[CH3:29][S:30]([Cl:31])(=[O:32])=[O:33].[cH:34]1[cH:35][cH:36][n:37][cH:38][cH:39]1>>[CH3:1][c:2]1[cH:3][cH:4][cH:5][c:6](-[c:8]2[c:9](-[c:16]3[cH:17][cH:18][c:19]4[c:20]([n:21]([CH2:24][CH2:25][CH2:26][O:27][S:30]([CH3:29])(=[O:32])=[O:33])[cH:22][n:23]4)[cH:28]3)[c:10]3[n:11]([n:12]2)[CH2:13][CH2:14][CH2:15]3)[n:7]1. Starting materials: C(C)OC(C1=CN=CC=C1)=O (nicotinic acid ethyl ester), Cl (hydrochloric acid), O.NN (hydrazine hydrate), C(=O)C1=[N+](C2=CC=CC=C2[N+](=C1)[O-])[O-] (2-formyl-quinoxaline-1,4-dioxide). Run in CO (methanol), C(C)O (ethanol). Conditions: time 2 hour. The product is C(C1=CN=CC=C1)(=O)NN=C1C([N+](=C2C=CC=CC2=[N+]1[O-])[O-])C=O (2-(Nicotinoyl)-hydrazono-formyl-quinoxaline-1,4-dioxide). Yield: 85.4%. Reaction SMILES: C(O[C:4](=[O:11])[C:5]1[CH:10]=[CH:9][CH:8]=[N:7][CH:6]=1)C.O.[NH2:13][NH2:14].[CH:15]([C:17]1[CH:26]=[N+:25]([O-:27])[C:24]2[C:19](=[CH:20][CH:21]=[CH:22][CH:23]=2)[N+:18]=1[O-:28])=[O:16].Cl>CO.C(O)C>[C:4]([NH:13][N:14]=[C:26]1[N+:25]([O-:27])=[C:24]2[C:19]([CH:20]=[CH:21][CH:22]=[CH:23]2)=[N+:18]([O-:28])[CH:17]1[CH:15]=[O:16])(=[O:11])[C:5]1[CH:10]=[CH:9][CH:8]=[N:7][CH:6]=1 |f:1.2|. Procedure: 7.55 g. (0.05 moles) of nicotinic acid ethyl ester are dissolved in 60 ml. of ethanol, then 2.6 g. (0.05 moles) of 96% hydrazine hydrate are dropped to the obtained solution. The reaction mixture is boiled for 2 hours, then the warm solution of 9.5 g. (0.05 moles) of 2-formyl-quinoxaline-1,4-dioxide and 1 ml. of concentrated hydrochloric acid in 140 ml. of methanol is dropped to it. The reaction mixture is allowed to cool to room temperature, then it is stirred for two hours at this temperature.... The reactants are CC(=O)O[BH-](OC(C)=O)OC(C)=O, O=C([O-])O, C1CCNCC1, ClCCCl, ClCCl, O=Cc1ccc2c(c1)CCN(C(=O)C(F)(F)F)C2, [Na+], [Na+]. The product is O=C(N1CCc2cc(CN3CCCCC3)ccc2C1)C(F)(F)F. As a reaction SMILES: [C:25]([O:26][BH-:27]([O:28][C:29](=[O:30])[CH3:31])[O:32][C:33](=[O:34])[CH3:35])(=[O:36])[CH3:37].[C:46](=[O:47])([O-:48])[OH:49].[CH2:19]1[CH2:20][CH2:21][NH:22][CH2:23][CH2:24]1.[Cl:39][CH2:40][CH2:41][Cl:42].[Cl:43][CH2:44][Cl:45].[F:1][C:2]([C:3](=[O:4])[N:5]1[CH2:6][c:7]2[cH:8][cH:9][c:10]([CH:15]=[O:16])[cH:11][c:12]2[CH2:13][CH2:14]1)([F:17])[F:18].[Na+:38].[Na+:50]>>[F:1][C:2]([C:3](=[O:4])[N:5]1[CH2:6][c:7]2[cH:8][cH:9][c:10]([CH2:15][N:22]3[CH2:21][CH2:20][CH2:19][CH2:24][CH2:23]3)[cH:11][c:12]2[CH2:13][CH2:14]1)([F:17])[F:18]. Starting materials: OCCCO, Cc1ccc2c(c1)C(=O)C(=O)N2, O, Cc1ccc(S(=O)(=O)O)cc1, c1ccccc1. The product is Cc1ccc2c(c1)C1(OCCCO1)C(=O)N2. Reaction SMILES: [CH2:13]([CH2:14][CH2:15][OH:16])[OH:17].[CH3:1][c:2]1[cH:3][c:4]2[c:8]([cH:9][cH:10]1)[NH:7][C:6](=[O:11])[C:5]2=[O:12].[OH2:18].[c:19]1([CH3:20])[cH:21][cH:22][c:23]([S:24]([OH:25])(=[O:26])=[O:27])[cH:28][cH:29]1.[cH:30]1[cH:31][cH:32][cH:33][cH:34][cH:35]1>>[CH3:1][c:2]1[cH:3][c:4]2[c:8]([cH:9][cH:10]1)[NH:7][C:6](=[O:11])[C:5]21[O:12][CH2:13][CH2:14][CH2:15][O:16]1.